This data is from the Open Reaction Database (ORD), a public repository of structured organic reaction records. The task is: describe an organic reaction: reactants, conditions, products, and yield Conditions: time 5 hour. Yields the product C(C)(C)(C)OC(NC[C@@H]1CC[C@@H](CC1)CN)=O (cis-(4-aminomethyl-cyclohexylmethyl)-carbamic acid tert-butyl ester). The yield is 14.1%. Reactants: CC(C)(C)OC(=O)OC(=O)OC(C)(C)C ((Boc)2O), C(C)(C)(C)OC(NC[C@@H]1CC[C@@H](CC1)CNC(=O)OC(C)(C)C)=O (cis-[4-(tert-butoxycarbonylamino-methyl)-cyclohexylmethyl]-carbamic acid tert-butyl ester), Cl (hydrogen chloride). As a reaction SMILES: [C:1]([O:5][C:6](=[O:24])[NH:7][CH2:8][C@H:9]1[CH2:14][CH2:13][C@@H:12]([CH2:15][NH:16]C(OC(C)(C)C)=O)[CH2:11][CH2:10]1)([CH3:4])([CH3:3])[CH3:2].Cl.CC(OC(OC(OC(C)(C)C)=O)=O)(C)C>C(Cl)Cl.CCOC(C)=O>[C:1]([O:5][C:6](=[O:24])[NH:7][CH2:8][C@H:9]1[CH2:10][CH2:11][C@@H:12]([CH2:15][NH2:16])[CH2:13][CH2:14]1)([CH3:4])([CH3:2])[CH3:3]. Procedure details: To a solution of cis-[4-(tert-butoxycarbonylamino-methyl)-cyclohexylmethyl]-carbamic acid tert-butyl ester (2.55 g, 7.45 mmol) in CH2Cl2 (40 mL) was added 4 M hydrogen chloride in EtOAc (4 mL). The reaction mixture was stirred at ambient temperature for 5 hr and concentrated. The residue was dissolved in 1,4-dioxane (20 mL) and 10% aqueous sodium hydroxide (40 mL) and the resulting solution was cooled on an ice-bath. (Boc)2O (829 mg, 3.80 mmol) was added dropwise and the mixture was stirred at a... Run in C(Cl)Cl (CH2Cl2), CCOC(=O)C (EtOAc). Reactants: B(Br)(Br)Br (boron tribromide), C(C1=CC=CC=C1)N1C(=NC=2C(=NC=3C=CC=NC3C21)N)OCC (1-benzyl-2-ethoxy-1H-imidazo[4,5-c][1,5]naphthyridin-4-amine), B(Br)(Br)Br (boron tribromide). The solvent is ClCCl (dichloromethane). Product: NC1=NC=2C=CC=NC2C2=C1N=C(N2CC2=CC=CC=C2)O (4-amino-1-benzyl-1H-imidazo[4,5-c][1,5]naphthyridin-2-ol). The yield is 16.8%. As a reaction SMILES: [CH2:1]([N:8]1[C:20]2[C:19]3[N:18]=[CH:17][CH:16]=[CH:15][C:14]=3[N:13]=[C:12]([NH2:21])[C:11]=2[N:10]=[C:9]1[O:22]CC)[C:2]1[CH:7]=[CH:6][CH:5]=[CH:4][CH:3]=1.B(Br)(Br)Br>ClCCl>[NH2:21][C:12]1[C:11]2[N:10]=[C:9]([OH:22])[N:8]([CH2:1][C:2]3[CH:3]=[CH:4][CH:5]=[CH:6][CH:7]=3)[C:20]=2[C:19]2[N:18]=[CH:17][CH:16]=[CH:15][C:14]=2[N:13]=1. Reported procedure: To a stirred suspension of 1-benzyl-2-ethoxy-1H-imidazo[4,5-c][1,5]naphthyridin-4-amine (1.3 g, 4 mmol) in dichloromethane (20 mL) was added boron tribromide (1M solution in dichloromethane, 10 mL, 10 mmol), and the reaction was stirred at room temperature. Additional aliquots of the boron tribromide solution (7.5 equivalents, 30 mmol total) were added to drive the reaction to completion. The reaction was concentrated under reduced pressure, and to it was added methanol (1 mL) followed by 6M HCl... Reactants: CNOC, COc1ccc(-c2ccc(C(F)(F)F)cc2)cc1C(=O)NC(Cc1ccc(-c2ccc(F)c(Cl)c2)cc1)C(=O)O, Cl. The product is COc1ccc(-c2ccc(C(F)(F)F)cc2)cc1C(=O)NC(Cc1ccc(-c2ccc(F)c(Cl)c2)cc1)C(=O)N(C)OC. As a reaction SMILES: [CH3:42][NH:43][O:44][CH3:45].[Cl:1][c:2]1[cH:3][c:4](-[c:9]2[cH:10][cH:11][c:12]([CH2:15][CH:16]([C:17](=[O:18])[OH:19])[NH:20][C:21](=[O:22])[c:23]3[cH:24][c:25](-[c:31]4[cH:32][cH:33][c:34]([C:37]([F:38])([F:39])[F:40])[cH:35][cH:36]4)[cH:26][cH:27][c:28]3[O:29][CH3:30])[cH:13][cH:14]2)[cH:5][cH:6][c:7]1[F:8].[ClH:41]>>[Cl:1][c:2]1[cH:3][c:4](-[c:9]2[cH:10][cH:11][c:12]([CH2:15][CH:16]([C:17](=[O:19])[N:43]([CH3:42])[O:44][CH3:45])[NH:20][C:21](=[O:22])[c:23]3[cH:24][c:25](-[c:31]4[cH:32][cH:33][c:34]([C:37]([F:38])([F:39])[F:40])[cH:35][cH:36]4)[cH:26][cH:27][c:28]3[O:29][CH3:30])[cH:13][cH:14]2)[cH:5][cH:6][c:7]1[F:8]. Starting materials: O=C(CCN1CCCCC1)N1CCCCc2[nH]ccc21, CN(C)C=O, O=P(Cl)(Cl)Cl. Yields the product O=Cc1cc2c([nH]1)CCCCN2C(=O)CCN1CCCCC1. As a reaction SMILES: [N:1]1([CH2:7][CH2:8][C:9](=[O:10])[N:11]2[c:12]3[c:13]([nH:18][cH:19][cH:20]3)[CH2:14][CH2:15][CH2:16][CH2:17]2)[CH2:2][CH2:3][CH2:4][CH2:5][CH2:6]1.[O:26]=[CH:27][N:28]([CH3:29])[CH3:30].[P:21]([Cl:22])([Cl:23])([Cl:24])=[O:25]>>[N:1]1([CH2:7][CH2:8][C:9](=[O:10])[N:11]2[c:12]3[c:13]([nH:18][c:19]([CH:27]=[O:26])[cH:20]3)[CH2:14][CH2:15][CH2:16][CH2:17]2)[CH2:2][CH2:3][CH2:4][CH2:5][CH2:6]1. Starting materials: C(C)(=O)NC1=CC=C(C=C1)C1=NC(=NC(=C1C#N)N)SCC1=CC=CC(=N1)CNC(OC(C)(C)C)=O (t-butyl {6-[4-(4-acetylaminophenyl)-6-amino-5-cyanopyrimidin-2-ylsulfanyl-methyl]pyridin-2-ylmethyl}carbamate), FC(C(=O)O)(F)F (trifluoroacetic acid), N (ammonia). Reaction conditions: time 1 hour. Product: NC1=C(C(=NC(=N1)SCC1=NC(=CC=C1)CN)C1=CC=C(C=C1)NC(C)=O)C#N (N-{4-[6-amino-2-(6-aminomethylpyridin-2-ylmethylsulfanyl)-5-cyano-pyrimidin-4-yl]phenyl}acetamide). The yield is 83.1%. As a reaction SMILES: [C:1]([NH:4][C:5]1[CH:10]=[CH:9][C:8]([C:11]2[C:16]([C:17]#[N:18])=[C:15]([NH2:19])[N:14]=[C:13]([S:20][CH2:21][C:22]3[N:27]=[C:26]([CH2:28][NH:29]C(=O)OC(C)(C)C)[CH:25]=[CH:24][CH:23]=3)[N:12]=2)=[CH:7][CH:6]=1)(=[O:3])[CH3:2].FC(F)(F)C(O)=O.N>>[NH2:19][C:15]1[N:14]=[C:13]([S:20][CH2:21][C:22]2[CH:23]=[CH:24][CH:25]=[C:26]([CH2:28][NH2:29])[N:27]=2)[N:12]=[C:11]([C:8]2[CH:9]=[CH:10][C:5]([NH:4][C:1](=[O:3])[CH3:2])=[CH:6][CH:7]=2)[C:16]=1[C:17]#[N:18]. Procedure details: To 0.3 g of the compound of Example 30 was added 2 mL of trifluoroacetic acid, and the mixture was stirred at room temperature for 1 hour. Then the trifluoroacetic acid was removed under reduced pressure from the reaction mixture, the residue was dissolved in 2 mL of acetonitrile. To resulting solution was added 4 mL of 28% aqueous ammonia, and the resulting crystal was filtrated to give 0.2 g of N-{4-[6-amino-2-(6-aminomethylpyridin-2-ylmethylsulfanyl)-5-cyano-pyrimidin-4-yl]phenyl}acetamide as... Reported procedure: 3.21 g. (9.37 mmole) of 4,4-Dimethyl-9-hydroxy-7-(4-fluorophenyl-1-methyloctyl)-1,2,3,4-tetrahydrocyclopenta [c][1]benzopyran are combined with 1.82 g. (9.37 mmole) of γ-pyrrolidinobutyric acid hydrochloride and 2.06 g. (10.0 mmole) of dicyclohexylcarbodiimide in 150 ml. of methylene chloride and stirred at room temperature for 21/2 hours. The insoluble by-product of dicyclohexylurea is removed by filtration and the filtrate is evaporated to give a residue which crystallized upon standing. The m... RXN SMILES: [CH3:1][C:2]1([CH3:32])[C:7]2[CH2:8][CH2:9][CH2:10][C:6]=2[C:5]2[C:11]([OH:31])=[CH:12][C:13]([C:15]([C:24]3[CH:29]=[CH:28][C:27]([F:30])=[CH:26][CH:25]=3)([CH3:23])[CH2:16][CH2:17][CH2:18]CCCC)=[CH:14][C:4]=2[O:3]1.[ClH:33].[N:34]1([CH2:39][CH2:40][CH2:41][C:42](O)=[O:43])[CH2:38][CH2:37][CH2:36][CH2:35]1.C1(N=C=NC2CCCCC2)CCCCC1>C(Cl)Cl>[ClH:33].[CH3:32][C:2]1([CH3:1])[C:7]2[CH2:8][CH2:9][CH2:10][C:6]=2[C:5]2[C:11]([O:31][C:42](=[O:43])[CH2:41][CH2:40][CH2:39][N:34]3[CH2:38][CH2:37][CH2:36][CH2:35]3)=[CH:12][C:13]([C:15]([C:24]3[CH:25]=[CH:26][C:27]([F:30])=[CH:28][CH:29]=3)([CH3:23])[CH2:16][CH2:17][CH3:18])=[CH:14][C:4]=2[O:3]1 |f:1.2,5.6|. Run in C(Cl)Cl (methylene chloride). Starting materials: CC1(OC2=C(C3=C1CCC3)C(=CC(=C2)C(CCCCCCC)(C)C2=CC=C(C=C2)F)O)C (4,4-Dimethyl-9-hydroxy-7-(4-fluorophenyl-1-methyloctyl)-1,2,3,4-tetrahydrocyclopenta [c][1]benzopyran), Cl.N1(CCCC1)CCCC(=O)O (γ-pyrrolidinobutyric acid hydrochloride), C1(CCCCC1)N=C=NC1CCCCC1 (dicyclohexylcarbodiimide). The product is Cl.CC1(OC2=C(C3=C1CCC3)C(=CC(=C2)C(CCC)(C)C2=CC=C(C=C2)F)OC(CCCN2CCCC2)=O)C (4,4-Dimethyl-7-(4-fluorophenyl-1-methylbutyl)-9-[4-(pyrrolidino)butyryloxy]-1,2,3,4-tetrahydrocyclopenta [c][l]benzopyran hydrochloride). Starting materials: O=C1N(CN(C12CCNCC2)C2=CC=CC=C2)CC=2C=C(C(=O)OC(C)(C)C)C=CC2 (tert-butyl 3-((4-oxo-1-phenyl-1,3,8-triazaspiro[4.5]decan-3-yl)methyl)benzoate), C([O-])([O-])=O.[K+].[K+] (potassium carbonate), ICCCN1C(NC2=C1C=CC=C2)=O (1-(3-iodopropyl)-1,3-dihydro-2H-benzimidazol-2-one). Run in C(C)(=O)OCC (ethyl acetate), CN(C=O)C (N,N-dimethylformamide). Reaction conditions: temperature 55 celsius, time 5 hour. Product: O=C1N(CN(C12CCN(CC2)CCCN2C(NC1=C2C=CC=C1)=O)C1=CC=CC=C1)CC=1C=C(C(=O)OC(C)(C)C)C=CC1 (tert-Butyl 3-((4-oxo-8-(3-(2-oxo-2,3-dihydro-1H-benzo[d]imidazol-1-yl)propyl)-1-phenyl-1,3,8-triazaspiro[4.5]decan-3-yl)methyl)benzoate). Yield: 59.1%. Reaction SMILES: [O:1]=[C:2]1[C:6]2([CH2:11][CH2:10][NH:9][CH2:8][CH2:7]2)[N:5]([C:12]2[CH:17]=[CH:16][CH:15]=[CH:14][CH:13]=2)[CH2:4][N:3]1[CH2:18][C:19]1[CH:20]=[C:21]([CH:29]=[CH:30][CH:31]=1)[C:22]([O:24][C:25]([CH3:28])([CH3:27])[CH3:26])=[O:23].C(=O)([O-])[O-].[K+].[K+].I[CH2:39][CH2:40][CH2:41][N:42]1[C:46]2[CH:47]=[CH:48][CH:49]=[CH:50][C:45]=2[NH:44][C:43]1=[O:51]>CN(C)C=O.C(OCC)(=O)C>[O:1]=[C:2]1[C:6]2([CH2:11][CH2:10][N:9]([CH2:39][CH2:40][CH2:41][N:42]3[C:46]4[CH:47]=[CH:48][CH:49]=[CH:50][C:45]=4[NH:44][C:43]3=[O:51])[CH2:8][CH2:7]2)[N:5]([C:12]2[CH:13]=[CH:14][CH:15]=[CH:16][CH:17]=2)[CH2:4][N:3]1[CH2:18][C:19]1[CH:20]=[C:21]([CH:29]=[CH:30][CH:31]=1)[C:22]([O:24][C:25]([CH3:28])([CH3:26])[CH3:27])=[O:23] |f:1.2.3|. Procedure: To a solution of tert-butyl 3-((4-oxo-1-phenyl-1,3,8-triazaspiro[4.5]decan-3-yl)methyl)benzoate (1.2 g, 2.84 mmol) and potassium carbonate (0.59 g, 4.3 mmol) in N,N-dimethylformamide (20 mL), was added 1-(3-iodopropyl)-1,3-dihydro-2H-benzimidazol-2-one (0.86 g, 2.84 mmol). After stirring at 55° C. for 5 hours, the reaction mixture was diluted with ethyl acetate (100 mL), washed with water and brine. The organic phase was dried over MgSO4, filtered, concentrated and isolated by Biotage flash chro... Starting materials: C1(CC1)NC(C1=C(C=C(C(=C1)N1C(C(=NC=C1)NC1(CC1)C1=C(C=CC=C1)O)=O)C)F)=O (N-cyclopropyl-2-fluoro-5-[3-{[1-(2-hydroxyphenyl)cyclopropyl]amino}-2-oxopyrazin-1(2H)-yl]-4-methylbenzamide), C([O-])([O-])=O.[K+].[K+] (potassium carbonate), BrCCCl (1-bromo-2-chloroethane). The solvent is C(C)#N (acetonitrile). Conditions: temperature 95 celsius. The product is ClCCOC1=C(C=CC=C1)C1(CC1)NC=1C(N(C=CN1)C=1C(=CC(=C(C(=O)NC2CC2)C1)F)C)=O (5-[3-({1-[2-(2-Chloroethoxy)phenyl]cyclopropyl}amino)-2-oxopyrazin-1(2H)-yl]-N-cyclopropyl-2-fluoro-4-methylbenzamide). As a reaction SMILES: [CH:1]1([NH:4][C:5](=[O:32])[C:6]2[CH:11]=[C:10]([N:12]3[CH:17]=[CH:16][N:15]=[C:14]([NH:18][C:19]4([C:22]5[CH:27]=[CH:26][CH:25]=[CH:24][C:23]=5[OH:28])[CH2:21][CH2:20]4)[C:13]3=[O:29])[C:9]([CH3:30])=[CH:8][C:7]=2[F:31])[CH2:3][CH2:2]1.C(=O)([O-])[O-].[K+].[K+].Br[CH2:40][CH2:41][Cl:42]>C(#N)C>[Cl:42][CH2:41][CH2:40][O:28][C:23]1[CH:24]=[CH:25][CH:26]=[CH:27][C:22]=1[C:19]1([NH:18][C:14]2[C:13](=[O:29])[N:12]([C:10]3[C:9]([CH3:30])=[CH:8][C:7]([F:31])=[C:6]([CH:11]=3)[C:5]([NH:4][CH:1]3[CH2:2][CH2:3]3)=[O:32])[CH:17]=[CH:16][N:15]=2)[CH2:21][CH2:20]1 |f:1.2.3|. Procedure: To a solution of N-cyclopropyl-2-fluoro-5-[3-{[1-(2-hydroxyphenyl)cyclopropyl]amino}-2-oxopyrazin-1(2H)-yl]-4-methylbenzamide (Example 318g, 1.189 g) in acetonitrile (30 mL) was added potassium carbonate (3.78 g) followed by 1-bromo-2-chloroethane (4.54 mL). The reaction was heated at 95° C. for 32 h under nitrogen. The reaction was cooled to room temperature, filtered through celite, and the cake washed with further acetonitrile. The filtrate was collected and the solvents removed in vacuo to g... The reactants are ON=C(C1=C(C=CC=C1)OC(F)(F)F)Cl (N-hydroxy-2-(trifluoromethoxy)benzimidoylchloride), COC(CC#N)=O (methylcyanoacetate), C[O-].[Na+] (sodium methoxide). Solvent: CO (methanol). The product is NC1=C(C(=NO1)C1=C(C=CC=C1)OC(F)(F)F)C(=O)OC (methyl 5-amino-3-(2-(trifluoromethoxy)phenyl)isoxazol-4-carboxylate). Yield: 89.9%. Reaction SMILES: [OH:1][N:2]=[C:3](Cl)[C:4]1[CH:9]=[CH:8][CH:7]=[CH:6][C:5]=1[O:10][C:11]([F:14])([F:13])[F:12].[CH3:16][O:17][C:18](=[O:22])[CH2:19][C:20]#[N:21].C[O-].[Na+]>CO>[NH2:21][C:20]1[O:1][N:2]=[C:3]([C:4]2[CH:9]=[CH:8][CH:7]=[CH:6][C:5]=2[O:10][C:11]([F:14])([F:13])[F:12])[C:19]=1[C:18]([O:17][CH3:16])=[O:22] |f:2.3|. Procedure: In a similar manner as described in Preparation Example 17, by using methanol (160 mL), N-hydroxy-2-(trifluoromethoxy)benzimidoylchloride (8.00 g, 33.39 mmol), methylcyanoacetate (4.31 g, 43.41 mmol) and sodium methoxide (3.61 g, 66.78 mmol), a white solid required compound (9.07 g, 30.02 mmol, 90%) was obtained. Reaction SMILES: [C:12]([CH3:13])(=[O:14])[c:15]1[s:16][c:17]([Cl:20])[cH:18][cH:19]1.[CH2:22]1[O:23][CH2:24][CH2:25][CH2:26]1.[CH3:9][O-:10].[ClH:21].[F:1][CH:2]([C:3]([O:5][CH2:4][CH3:6])=[O:7])[F:8].[Na+:11]>>[F:1][CH:2]([C:3](=[O:5])[CH2:13][C:12](=[O:14])[c:15]1[s:16][c:17]([Cl:20])[cH:18][cH:19]1)[F:8]. Yields the product O=C(CC(=O)C(F)F)c1ccc(Cl)s1. The reactants are CC(=O)c1ccc(Cl)s1, C1CCOC1, C[O-], Cl, CCOC(=O)C(F)F, [Na+].